Dataset: the Open Reaction Database (ORD), a public repository of structured organic reaction records. Task: describe an organic reaction: reactants, conditions, products, and yield The reactants are BrC=1C=C(C(=O)O)C=CC1O (3-bromo-4-hydroxybenzoic acid), C[Si](C)(C)C=[N+]=[N-] ((trimethylsilyl)diazomethane). The solvent is hexanes, C(Cl)Cl.CO (CH2Cl2 CH3OH). Run at time 2 hour. Product: BrC=1C=C(C(=O)OC)C=CC1O (Methyl 3-bromo-4-hydroxybenzoate). As a reaction SMILES: [Br:1][C:2]1[CH:3]=[C:4]([CH:8]=[CH:9][C:10]=1[OH:11])[C:5]([OH:7])=[O:6].[CH3:12][Si](C=[N+]=[N-])(C)C>C(Cl)Cl.CO>[Br:1][C:2]1[CH:3]=[C:4]([CH:8]=[CH:9][C:10]=1[OH:11])[C:5]([O:7][CH3:12])=[O:6] |f:2.3|. Procedure: A solution of 3.9 g (18.0 mmol) of 3-bromo-4-hydroxybenzoic acid in 20 mL of 3:1 v/v CH2Cl2/CH3OH was treated with 10.8 mL of 2.0 M (trimethylsilyl)diazomethane solution in hexanes. The mixture was stirred at rt for 2 h, then concentrated to give 4.6 g of the title compound: 1H NMR (500 MHz, CDCl3) δ 3.90 (s, 3H), 5.93 (bs, 1H), 7.05 (d, J=8.5, 1H), 7.92 (dd, J=2.1, 8.5, 1M), 8.19 (d, J=2.0, 1H). The reactants are C(OCC)(OCC)OCC (Triethyl orthoformate), C1(=CC=C(C=C1)S(=O)(=O)O)C (p-toluenesulfonic acid), NC1=C(C=C(C(=O)NCC)C=C1)NC (4-amino-N-ethyl-3-(methylamino)benzamide). The solvent is O1CCCC1 (tetrahydrofuran). The product is C(C)NC(=O)C=1C=CC2=C(N(C=N2)C)C1 (N-ethyl-1-methyl-1H-benzimidazole-6-carboxamide). As a reaction SMILES: [CH:1](OCC)(OCC)OCC.C1(C)C=CC(S(O)(=O)=O)=CC=1.[NH2:22][C:23]1[CH:33]=[CH:32][C:26]([C:27]([NH:29][CH2:30][CH3:31])=[O:28])=[CH:25][C:24]=1[NH:34][CH3:35]>O1CCCC1>[CH2:30]([NH:29][C:27]([C:26]1[CH:32]=[CH:33][C:23]2[N:22]=[CH:35][N:34]([CH3:1])[C:24]=2[CH:25]=1)=[O:28])[CH3:31]. Procedure details: Triethyl orthoformate (4 ml) and p-toluenesulfonic acid (200 mg) were added to a solution of 4-amino-N-ethyl-3-(methylamino)benzamide (1.92 g) in tetrahydrofuran (40 ml), followed by heating to reflux for one hour. The solvent was evaporated under reduced pressure and water was added thereto, followed by extraction with ethyl acetate. The organic layer was washed with saturated brine and dried over anhydrous magnesium sulfate and the solvent was evaporated under reduced pressure. The resulting r... Starting materials: CC(C)(C)O, CCOCC, Clc1nnc(-c2ccccc2)c2ccccc12, CNc1cc(-c2cccnc2Oc2ccc(N)cc2)ccn1, [Na+], [Na+], O=C([O-])[O-]. Product: CNc1cc(-c2cccnc2Oc2ccc(Nc3nnc(-c4ccccc4)c4ccccc34)cc2)ccn1. Reaction SMILES: [C:40]([OH:41])([CH3:42])([CH3:43])[CH3:44].[CH3:45][CH2:46][O:47][CH2:48][CH3:49].[Cl:23][c:24]1[n:25][n:26][c:27](-[c:34]2[cH:35][cH:36][cH:37][cH:38][cH:39]2)[c:28]2[cH:29][cH:30][cH:31][cH:32][c:33]12.[NH2:1][c:2]1[cH:3][cH:4][c:5]([O:6][c:7]2[n:8][cH:9][cH:10][cH:11][c:12]2-[c:13]2[cH:14][c:15]([NH:19][CH3:20])[n:16][cH:17][cH:18]2)[cH:21][cH:22]1.[Na+:50].[Na+:51].[O-:52][C:53](=[O:54])[O-:55]>>[NH:1]([c:2]1[cH:3][cH:4][c:5]([O:6][c:7]2[n:8][cH:9][cH:10][cH:11][c:12]2-[c:13]2[cH:14][c:15]([NH:19][CH3:20])[n:16][cH:17][cH:18]2)[cH:21][cH:22]1)[c:24]1[n:25][n:26][c:27](-[c:34]2[cH:35][cH:36][cH:37][cH:38][cH:39]2)[c:28]2[cH:29][cH:30][cH:31][cH:32][c:33]12.